This data is from the Open Reaction Database (ORD), a public repository of structured organic reaction records. The task is: describe an organic reaction: reactants, conditions, products, and yield Reactants: C(#N)C1=C(C=NN1C(C)(C)C)C(=O)OCC (5-cyano-1-tert-butyl-1H-pyrazole-4-carboxylic acid, ethyl ester), [OH-].[K+] (Potassium hydroxide), ice water. Run in C(C)O (ethanol), C(C)O (ethanol). The product is C(#N)C1=C(C=NN1C(C)(C)C)C(=O)O (5-cyano-1-tert-butyl-1H-pyrazole-4-carboxylic acid). Isolated yield 72.0%. Reaction SMILES: [OH-].[K+].[C:3]([C:5]1[N:9]([C:10]([CH3:13])([CH3:12])[CH3:11])[N:8]=[CH:7][C:6]=1[C:14]([O:16]CC)=[O:15])#[N:4]>C(O)C>[C:3]([C:5]1[N:9]([C:10]([CH3:12])([CH3:13])[CH3:11])[N:8]=[CH:7][C:6]=1[C:14]([OH:16])=[O:15])#[N:4] |f:0.1|. Reported procedure: Potassium hydroxide (1.7 grams, 0.027 mole) was dissolved in 20 ml of ethanol. This solution was poured into a refluxing solution of 5-cyano-1-tert-butyl-1H-pyrazole-4-carboxylic acid, ethyl ester, in 50 ml of ethanol. The reaction mixture was heated on a steam bath for five minutes, then poured into ice-water, filtered, and acidified with concentrated hydrochloric acid. The precipitated product was collected and dried, yielding 3.2 grams of 5-cyano-1-tert-butyl-1H-pyrazole-4-carboxylic acid (72... Reactants: C(C)C1=NN=C(S1)NS(=O)(=O)C1=CC=C(C=C1)NC(C)=O (N-(4-(N-(5-Ethyl-1,3,4-thiadiazol-2-yl)sulfamoyl)phenyl)acetamide), C(=O)([O-])[O-].[Na+].[Na+] (Na2CO3). The solvent is Cl (HCl). Product: NC1=CC=C(C=C1)S(=O)(=O)NC=1SC(=NN1)CC (4-Amino-N-(5-ethyl-1,3,4-thiadiazol-2-yl)benzenesulfonamide). Yield: 68.9%. Reaction SMILES: [CH2:1]([C:3]1[S:7][C:6]([NH:8][S:9]([C:12]2[CH:17]=[CH:16][C:15]([NH:18]C(=O)C)=[CH:14][CH:13]=2)(=[O:11])=[O:10])=[N:5][N:4]=1)[CH3:2].C([O-])([O-])=O.[Na+].[Na+]>Cl>[NH2:18][C:15]1[CH:16]=[CH:17][C:12]([S:9]([NH:8][C:6]2[S:7][C:3]([CH2:1][CH3:2])=[N:4][N:5]=2)(=[O:11])=[O:10])=[CH:13][CH:14]=1 |f:1.2.3|. Procedure details: Compound 110 (200 mg, 0.61 mmol) was suspended in 3 N HCl (3 mL) and the suspension heated to reflux for 30 min. Following neutralization with saturated aqueous Na2CO3 solution, the precipitated product was collected by filtration, washed with water (3×15 mL), and dried under vacuum. The residue was crystallized from MeOH to give the product (120 mg, 0.42 mmol, 69%) as a solid, mp 190-191° C.; 1H NMR (500 MHz, DMSO) δ 1.20 (3, t, J=7.5 Hz), 2.79 (2, q, J=7.5 Hz), 5.91 (2, S), 6.57 (2, d, J=8.5 H... Reactants: ClC1=NC(=NC(=C1)Cl)SCC1=C(C(=CC=C1)F)F (4,6-Dichloro-2-[(2,3-difluorobenzyl)thio]pyrimidine), [H-].[Na+] (sodium hydride), product, C(C)OC([C@H](C)O)=O (2-hydroxy-(2S)-propanoic acid ethyl ester). Solvent: C1CCOC1 (THF). Yields the product C(C)OC([C@H](C)OC1=NC(=NC(=C1)Cl)SCC1=C(C(=CC=C1)F)F)=O (2-[[6-chloro-2-[[(2,3-difluorophenyl)methyl]thio]-4-pyrimidinyl]oxy]-(2S)-propanoic acid ethyl ester). Reaction SMILES: Cl[C:2]1[CH:7]=[C:6]([Cl:8])[N:5]=[C:4]([S:9][CH2:10][C:11]2[CH:16]=[CH:15][CH:14]=[C:13]([F:17])[C:12]=2[F:18])[N:3]=1.[CH2:19]([O:21][C:22](=[O:26])[C@@H:23]([OH:25])[CH3:24])[CH3:20].[H-].[Na+]>C1COCC1>[CH2:19]([O:21][C:22](=[O:26])[C@@H:23]([O:25][C:2]1[CH:7]=[C:6]([Cl:8])[N:5]=[C:4]([S:9][CH2:10][C:11]2[CH:16]=[CH:15][CH:14]=[C:13]([F:17])[C:12]=2[F:18])[N:3]=1)[CH3:24])[CH3:20] |f:2.3|. Procedure: The subtitle compound was prepared according to the procedure outlined in example 1 step iii) using 4,6-Dichloro-2-[(2,3-difluorobenzyl)thio]pyrimidine (product of example 1 step ii) (0.77 g), THF (15 mL), 2-hydroxy-(2S)-propanoic acid ethyl ester (0.40 mL) and 60% sodium hydride (0.14 g) to give the subtitle compound as a clear, colourless oil. Yield: 1 g Product: C(C)OC1=C(C=CC(=C1)OC)C1=NC2=NC=NC=C2N1 (8-(2-Ethoxy-4-methoxy-phenyl)-purine). The reactants are NC1=NC=NC=C1NC(C1=C(C=C(C=C1)OC)OCC)=O (4-amino-5-(2-ethoxy-4-methoxybenzoylamino)-pyrimidine). As a reaction SMILES: [NH2:1][C:2]1[C:7]([NH:8][C:9](=O)[C:10]2[CH:15]=[CH:14][C:13]([O:16][CH3:17])=[CH:12][C:11]=2[O:18][CH2:19][CH3:20])=[CH:6][N:5]=[CH:4][N:3]=1>P(Cl)(Cl)(Cl)=O>[CH2:19]([O:18][C:11]1[CH:12]=[C:13]([O:16][CH3:17])[CH:14]=[CH:15][C:10]=1[C:9]1[NH:8][C:7]2[C:2](=[N:3][CH:4]=[N:5][CH:6]=2)[N:1]=1)[CH3:20]. Procedure: An amount of 2.3 g of 4-amino-5-(2-ethoxy-4-methoxybenzoylamino)-pyrimidine was refluxed in 20 ml of phosphorus oxychloride for 2.5 hours. The reaction mixture was poured on ice, and the solid product formed was filtered off. The filtrate was made alkaline by means of sodium bicarbonate and extracted with ethyl acetate. After evaporation of the ethyl acetate phases, the residue was combined with the solid product obtained above and purified by chromatography on silicagel (eluate: methylene chlor... The solvent is P(=O)(Cl)(Cl)Cl (phosphorus oxychloride).